From a dataset of the Open Reaction Database (ORD), a public repository of structured organic reaction records. describe an organic reaction: reactants, conditions, products, and yield Starting materials: C1(=CC=CC=C1)C1OC2=CC=C(C=C2CC1)O (2-phenyl-chroman-6-ol), ClN1C(CCC1=O)=O (N-chlorosuccinimide). The reagents and catalysts are [Fe](Cl)(Cl)Cl (iron(III) chloride). Run in C(C)#N (acetonitrile). Conditions: time 16 hour. Yields the product ClC1=C2CCC(OC2=CC=C1O)C1=CC=CC=C1 (5-Chloro-2-phenyl-chroman-6-ol). Isolated yield 55.4%. RXN SMILES: [C:1]1([CH:7]2[CH2:16][CH2:15][C:14]3[C:9](=[CH:10][CH:11]=[C:12]([OH:17])[CH:13]=3)[O:8]2)[CH:6]=[CH:5][CH:4]=[CH:3][CH:2]=1.[Cl:18]N1C(=O)CCC1=O>C(#N)C.[Fe](Cl)(Cl)Cl>[Cl:18][C:13]1[C:12]([OH:17])=[CH:11][CH:10]=[C:9]2[C:14]=1[CH2:15][CH2:16][CH:7]([C:1]1[CH:2]=[CH:3][CH:4]=[CH:5][CH:6]=1)[O:8]2. Procedure details: To a suspension of 200 mg of 2-phenyl-chroman-6-ol (0.88 mmol) and 142 mg of iron(III) chloride (0.88 mmol) in 15 ml of acetonitrile at room temperature 118 mg of N-chlorosuccinimide (0.88 mmol) were added in one portion and stirring was continued for 16 h. The volatile components were removed under reduced pressure. The resulting residue was purified by reversed phase HPLC. 127 mg of the title compound were obtained as a pale yellow solid (55%).